Dataset: the Open Reaction Database (ORD), a public repository of structured organic reaction records. Task: describe an organic reaction: reactants, conditions, products, and yield Starting materials: [Na] (Sodium), C1(\C=C/C(=O)O1)=O (Maleic anhydride), C(C=C)(=O)O (Acrylic acid), [PH2](=O)[O-].[Na+] (sodium hypophosphite), O.[PH2](=O)[O-].[Na+] (sodium hypophosphite monohydrate), S(=O)(=O)([O-])OOS(=O)(=O)[O-].[K+].[K+] (potassium persulfate). Solvent: O (water). Product: C(C=C)(=O)O (acrylic acid), C(\C=C/C(=O)O)(=O)O (maleic acid). RXN SMILES: [PH2]([O-])=O.[Na+].O.[PH2]([O-])=O.[Na+].C1(=O)[O:15][C:13](=[O:14])[CH:12]=[CH:11]1.[Na].S(OOS([O-])(=O)=O)([O-])(=O)=O.[K+].[K+].[C:30]([OH:34])(=[O:33])[CH:31]=[CH2:32]>O>[C:13]([OH:15])(=[O:14])[CH:12]=[CH2:11].[C:13]([OH:15])(=[O:14])/[CH:32]=[CH:31]\[C:30]([OH:34])=[O:33] |f:0.1,2.3.4,7.8.9,^1:16|. Procedure details: Copolymers of acrylic acid and maleic acid were prepared using sodium hypophosphite to promote telomerization. In a typical reaction, sodium hypophosphite monohydrate of a desired amount was added to deionized water and the solution heated to about 90°-100° C. Maleic anhydride was added to the solution and pH adjusted to about 4. Sodium or potassium persulfate (1-10% of total monomer feed) was used to initiate the polymerization. Acrylic acid at the appropriate ratio was added periodically over ... Starting materials: COC=1C=CC2=C(C(=C2)COS(=O)(=O)C)C1 (methanesulphonic acid (5-methoxybenzocyclobuten-1-ylmethyl) ester), O.Cl.N1C(CCCC1)=O (piperidone hydrochloride monohydrate), C(C)N(C(C)C)C(C)C (N-ethyl-N,N-diisopropylamine). Run in CN(C=O)C (dimethylformamide). Conditions: temperature 80 celsius, time 18 hour. Product: COC=1C=CC2=C(C(=C2)CN2CCC(CC2)=O)C1 (1-[(5-methoxybenzocyclobuten-1-yl)methyl]piperidin-4-one). Reaction SMILES: [CH3:1][O:2][C:3]1[CH:4]=[CH:5][C:6]2[CH:9]=[C:8]([CH2:10]OS(C)(=O)=O)[C:7]=2[CH:16]=1.[OH2:17].Cl.[NH:19]1[CH2:24][CH2:23][CH2:22][CH2:21][C:20]1=O.C(N(C(C)C)C(C)C)C>CN(C)C=O>[CH3:1][O:2][C:3]1[CH:4]=[CH:5][C:6]2[CH:9]=[C:8]([CH2:10][N:19]3[CH2:24][CH2:23][C:22](=[O:17])[CH2:21][CH2:20]3)[C:7]=2[CH:16]=1 |f:1.2.3|. Reported procedure: To a solution of 12.11 g (50 mmol) of methanesulphonic acid (5-methoxybenzocyclobuten-1-ylmethyl) ester in 100 ml of dimethylformamide there are added first 8.45 g (55 mmol) of piperidone hydrochloride monohydrate and then 22.62 g (175 mmol) of N-ethyl-N,N-diisopropylamine. The mixture is stirred at 80° C. for 18 hours and, after cooling, is concentrated to dryness by evaporation under reduced pressure. The residue is dissolved in diethyl ether and washed with water. The organic phase is separat... The reactants are Cc1cc(N)n[nH]1, Nc1cc[nH]n1, C1CCOC1, O=C1Nc2ccccc2C1=CO, O=C1Nc2ccc(F)cc2C1=CO. The product is Cc1cc(NC=C2C(=O)Nc3ccc(F)cc32)n[nH]1. As a reaction SMILES: [CH3:26][c:27]1[cH:28][c:29]([NH2:32])[n:30][nH:31]1.[NH2:33][c:34]1[cH:35][cH:36][nH:37][n:38]1.[O:39]1[CH2:40][CH2:41][CH2:42][CH2:43]1.[OH:14][CH:15]=[C:16]1[C:17](=[O:18])[NH:19][c:20]2[c:21]1[cH:22][cH:23][cH:24][cH:25]2.[OH:1][CH:2]=[C:3]1[C:4](=[O:13])[NH:5][c:6]2[cH:7][cH:8][c:9]([F:12])[cH:10][c:11]21>>[CH:2](=[C:3]1[C:4](=[O:13])[NH:5][c:6]2[cH:7][cH:8][c:9]([F:12])[cH:10][c:11]21)[NH:32][c:29]1[cH:28][c:27]([CH3:26])[nH:31][n:30]1.